Dataset: the Open Reaction Database (ORD), a public repository of structured organic reaction records. Task: describe an organic reaction: reactants, conditions, products, and yield Reactants: O[C@@H]1CN(CC1)C(=O)OC(C)(C)C ((S)-tert-butyl 3-hydroxypyrrolidine-1-carboxylate), [H-].[Na+] (NaH), ClC1=NC(=CC2=CC=CC=C12)Cl (1,3-dichloroisoquinoline). Run in O (water), CN1CCCC1=O (NMP). Run at temperature 135 celsius, time 5 minute. Product: ClC=1N=C(C2=CC=CC=C2C1)O[C@@H]1CN(CC1)C(=O)OC(C)(C)C ((S)-tert-butyl 3-((3-chloroisoquinolin-1-yl)oxy)pyrrolidine-1-carboxylate). Yield: 300.3%. RXN SMILES: [OH:1][C@H:2]1[CH2:6][CH2:5][N:4]([C:7]([O:9][C:10]([CH3:13])([CH3:12])[CH3:11])=[O:8])[CH2:3]1.[H-].[Na+].Cl[C:17]1[C:26]2[C:21](=[CH:22][CH:23]=[CH:24][CH:25]=2)[CH:20]=[C:19]([Cl:27])[N:18]=1>CN1C(=O)CCC1.O>[Cl:27][C:19]1[N:18]=[C:17]([O:1][C@H:2]2[CH2:6][CH2:5][N:4]([C:7]([O:9][C:10]([CH3:13])([CH3:12])[CH3:11])=[O:8])[CH2:3]2)[C:26]2[C:21]([CH:20]=1)=[CH:22][CH:23]=[CH:24][CH:25]=2 |f:1.2|. Reported procedure: To (S)-tert-butyl 3-hydroxypyrrolidine-1-carboxylate (1.134 g, 6.06 mmol) in NMP (10 mL) at 0° C. was added NaH (60%) (202 mg, 5.05 mmol). The mixture was stirred for 5 minutes and 1,3-dichloroisoquinoline (1.000 g, 5.05 mmol) was added. The reaction mixture was stirred at RT for 5 minutes and then heated at 135° C. for 30 minutes in a microwave reactor. The mixture was diluted with water (400 mL) and extracted with EtOAc (3×125 mL). The organic layers were combined, washed with brine, dried ove...